Dataset: the Open Reaction Database (ORD), a public repository of structured organic reaction records. Task: describe an organic reaction: reactants, conditions, products, and yield The reactants are BrC=1C=C(C=CC1O)C(C)=O (1-(3-bromo-4-hydroxy-phenyl)-ethanone), BrCC1CC1 (bromomethyl-cyclopropane). Product: BrC=1C=C(C=CC1OCC1CC1)C(C)=O (1-(3-Bromo-4-cyclopropylmethoxy-phenyl)-ethanone). Reaction SMILES: [Br:1][C:2]1[CH:3]=[C:4]([C:9](=[O:11])[CH3:10])[CH:5]=[CH:6][C:7]=1[OH:8].Br[CH2:13][CH:14]1[CH2:16][CH2:15]1>>[Br:1][C:2]1[CH:3]=[C:4]([C:9](=[O:11])[CH3:10])[CH:5]=[CH:6][C:7]=1[O:8][CH2:13][CH:14]1[CH2:16][CH2:15]1. Reported procedure: Starting from 1-(3-bromo-4-hydroxy-phenyl)-ethanone (example B.a4) and commercially available bromomethyl-cyclopropane the title compound is obtained as colorless solid. The reactants are NC1CCC2=CC=CC=C12.Cl.[N+](=O)([O-])C1=CC=C2CCC(C2=C1)N (6-Nitro-1-aminoindane hydrochloride 1-Aminoindane), S(O)(O)(=O)=O (sulfuric acid), [N+](=O)([O-])[O-].[K+] (Potassium nitrate). Conditions: time 1 hour. Yields the product CC(C)O.Cl (IPA HCl), Cl.Cl.NC1CCC2=CC=C(C=C12)NC(=N)C=1SC=CC1 (N-((1-amino)indan-6-yl)-2-thiophenecarboximidamide dihydrochloride). Reaction SMILES: [NH2:1][CH:2]1[C:10]2[C:5](=CC=CC=2)[CH2:4][CH2:3]1.[ClH:11].[N+:12]([C:15]1[CH:23]=[C:22]2[C:18]([CH2:19][CH2:20][CH:21]2[NH2:24])=[CH:17][CH:16]=1)([O-])=[O:13].[N+]([O-])([O-])=O.[K+].[S:30](=O)(=O)(O)O>>[CH3:3][CH:2]([OH:13])[CH3:10].[ClH:11].[ClH:11].[ClH:11].[NH2:24][CH:21]1[C:22]2[C:18](=[CH:17][CH:16]=[C:15]([NH:12][C:2]([C:3]3[S:30][CH:10]=[CH:5][CH:4]=3)=[NH:1])[CH:23]=2)[CH2:19][CH2:20]1 |f:0.1.2,3.4,6.7,8.9.10|. Procedure details: 6-Nitro-1-aminoindane hydrochloride 1-Aminoindane (10.0 g, 75.08 mmol) was added to concentrated sulfuric acid (40 ml) at 0° C. The mix was warmed to room temperature to aid in solvation then cooled to 0° C. Potassium nitrate (7.60 g, 75.08 mmol) was then added portionwise and the mixture allowed to stir at room temperature for 1 hr before being dumped onto ice/50% NaOH. The aqueous solution was extracted with chloroform (3×100 ml). The combined extracts were washed with water, decolorized with ... Starting materials: OC=1C(=NC=CC1)CN1N=C(C=C1)NC(C)=O (N-{1-[(3-hydroxy-2-pyridinyl)methyl]-1H-pyrazol-3-yl}acetamide), [OH-].[Na+] (NaOH), Cl.ClCC=1N=C(SC1)C (4-(chloromethyl)-2-methyl-1,3-thiazole hydrochloride), Cl.ClCC=1N=C(SC1)C (4-(chloromethyl)-2-methyl-1,3-thiazole hydrochloride). The product is CC=1SC=C(N1)CN1N=C(C=C1)NC(C)=O (N-{1-[(2-methyl-1,3-thiazol-4-yl)methyl]-1H-pyrazol-3-yl}acetamide). RXN SMILES: O[C:2]1[C:3]([CH2:8][N:9]2[CH:13]=[CH:12][C:11]([NH:14][C:15](=[O:17])[CH3:16])=[N:10]2)=[N:4][CH:5]=[CH:6]C=1.Cl.ClCC1N=C(C)[S:24]C=1.[OH-].[Na+]>>[CH3:6][C:5]1[S:24][CH:2]=[C:3]([CH2:8][N:9]2[CH:13]=[CH:12][C:11]([NH:14][C:15](=[O:17])[CH3:16])=[N:10]2)[N:4]=1 |f:1.2,3.4|. Reported procedure: Title compound was prepared by a method analogous to that described for Intermediate 41, replacing the benzyl halide by 4-(chloromethyl)-2-methyl-1,3-thiazole hydrochloride (MAYBRIDGE). 4-(chloromethyl)-2-methyl-1,3-thiazole hydrochloride (MAYBRIDGE) was also liberated using NaOH (1N, aq) at room temperature. 1H NMR (300 MHz, DMSO-d6) ppm: 10.37 (s, 1H), 7.62-7.63 (m, 1H), 7.25 (s, 1H), 6.43-6.44 (m, 1H), 5.20 (s, 2H), 2.59 (s, 3H), 1.93 (s, 3H). [ES+MS] m/z 237 (MH+). Reactants: ClC1=C(C=CC(=C1)C)OC (2-chloro-1-methoxy-4-methylbenzene), BrN1C(CCC1=O)=O (N-bromosuccinimide), C(C1=CC=CC=C1)(=O)OOC(C1=CC=CC=C1)=O (benzoylperoxide). Solvent: C(Cl)(Cl)(Cl)Cl (carbon tetrachloride). Product: BrCC1=CC(=C(C=C1)OC)Cl (4-(Bromomethyl)-2-chloro-1-methoxybenzene). As a reaction SMILES: [Cl:1][C:2]1[CH:7]=[C:6]([CH3:8])[CH:5]=[CH:4][C:3]=1[O:9][CH3:10].[Br:11]N1C(=O)CCC1=O.C(OOC(=O)C1C=CC=CC=1)(=O)C1C=CC=CC=1>C(Cl)(Cl)(Cl)Cl>[Br:11][CH2:8][C:6]1[CH:5]=[CH:4][C:3]([O:9][CH3:10])=[C:2]([Cl:1])[CH:7]=1. Reported procedure: To a solution of 2-chloro-1-methoxy-4-methylbenzene (300 mg, 1.92 mmol) in carbon tetrachloride (10.0 mL) was added N-bromosuccinimide (445 mg, 2.50 mmol) and benzoylperoxide (4.6 mg, 0.0192 mmol) and the reaction heated to reflux for 4.5 hours. Conditions: time 15 minute. The reagents and catalysts are [Cu] (copper). The reactants are CSC1=CC=C(C=C1)S (4-methylthio-thiophenol), [OH-].[K+] (potassium hydroxide), IC1=C(C(=O)O)C=CC(=C1)OC (2-iodo-4-methoxy-benzoic acid). Procedure: A solution of 170 g. of potassium hydroxide in 1.6 liters of water is treated under a nitrogen atmosphere at 50° C. with 102 g. of 4-methylthio-thiophenol. The resulting mixture is stirred for an additional 15 minutes. The mixture is then treated with 2.4 g. of copper powder and 180 g. of 2-iodo-4-methoxy-benzoic acid and heated under reflux for 7 hours. The mixture is filtered while hot, acidified with concentrated hydrochloric acid, cooled and filtered. The residue is washed with water, dried ... Yields the product COC1=CC=C(C(=O)O)C(=C1)SC1=CC=C(C=C1)SC (4-methoxy-6-[(4-methylthio-phenyl)-thio]-benzoic acid). Run in O (water). Reaction SMILES: [OH-].[K+].[CH3:3][S:4][C:5]1[CH:10]=[CH:9][C:8]([SH:11])=[CH:7][CH:6]=1.I[C:13]1[CH:21]=[C:20]([O:22][CH3:23])[CH:19]=[CH:18][C:14]=1[C:15]([OH:17])=[O:16]>O.[Cu]>[CH3:23][O:22][C:20]1[CH:21]=[C:13]([S:11][C:8]2[CH:9]=[CH:10][C:5]([S:4][CH3:3])=[CH:6][CH:7]=2)[C:14]([C:15]([OH:17])=[O:16])=[CH:18][CH:19]=1 |f:0.1|. Starting materials: CS(=O)(=O)c1cc(CBr)ccc1Br, O=Cc1[nH]c(-c2ccccc2)nc1Cl, [K+], [K+], [Na+], O=C([O-])[O-], O=C([O-])O, CN(C)C=O. Product: CS(=O)(=O)c1cc(Cn2c(-c3ccccc3)nc(Cl)c2C=O)ccc1Br. Reaction SMILES: [Br:15][c:16]1[c:17]([S:24](=[O:25])(=[O:26])[CH3:27])[cH:18][c:19]([CH2:22][Br:23])[cH:20][cH:21]1.[Cl:1][c:2]1[c:3]([CH:13]=[O:14])[nH:4][c:5](-[c:7]2[cH:8][cH:9][cH:10][cH:11][cH:12]2)[n:6]1.[K+:28].[K+:29].[Na+:38].[O-:30][C:31]([O-:32])=[O:33].[O-:34][C:35]([OH:36])=[O:37].[O:39]=[CH:40][N:41]([CH3:42])[CH3:43]>>[Cl:1][c:2]1[c:3]([CH:13]=[O:14])[n:4]([CH2:22][c:19]2[cH:18][c:17]([S:24](=[O:25])(=[O:26])[CH3:27])[c:16]([Br:15])[cH:21][cH:20]2)[c:5](-[c:7]2[cH:8][cH:9][cH:10][cH:11][cH:12]2)[n:6]1. The reactants are C(C)OC(=O)C=1C(C=2C=C3C(=NC2N(C1)CC)C(=C(C(=C3)F)F)F)=O (3-ethoxycarbonyl-1-ethyl-7,8,9-trifluoro-4-oxo-1,4-dihydro-benzo[b][1,8]naphthyridine), solid, N1CCNCCC1 (hexahydro-1,4-diazepine). Product: C(C)OC(=O)C=1C(C=2C=C3C(=NC2N(C1)CC)C(=C(C(=C3)F)N3CCNCCC3)F)=O (3-ethoxycarbonyl-1-ethyl-7,9-difluoro-4-oxo-8-(perhydro-1,4-diazepin-1-yl)-1,4-dihydro-benzo[b][1,8]naphthyridine). Isolated yield 46.1%. As a reaction SMILES: [CH2:1]([O:3][C:4]([C:6]1[C:7](=[O:25])[C:8]2[CH:9]=[C:10]3[CH:21]=[C:20]([F:22])[C:19](F)=[C:18]([F:24])[C:11]3=[N:12][C:13]=2[N:14]([CH2:16][CH3:17])[CH:15]=1)=[O:5])[CH3:2].[NH:26]1[CH2:32][CH2:31][CH2:30][NH:29][CH2:28][CH2:27]1>>[CH2:1]([O:3][C:4]([C:6]1[C:7](=[O:25])[C:8]2[CH:9]=[C:10]3[CH:21]=[C:20]([F:22])[C:19]([N:26]4[CH2:32][CH2:31][CH2:30][NH:29][CH2:28][CH2:27]4)=[C:18]([F:24])[C:11]3=[N:12][C:13]=2[N:14]([CH2:16][CH3:17])[CH:15]=1)=[O:5])[CH3:2]. Reported procedure: The 7,9-difluoro-3-ethoxycarbonyl-1-ethyl-4-oxo-8-(perhydro-1,4-diazepin-1-yl)-1,4-dihydrobenzo[b][1,8]naphthyridine was prepared under the conditions of Example 5, but starting from 3 g of 3-ethoxycarbonyl-1-ethyl-7,8,9-trifluoro-4-oxo-1,4-dihydro-benzo[b][1,8]naphthyridine and 2 g of hexahydro-1,4-diazepine. 1.7 g of 3-ethoxycarbonyl-1-ethyl-7,9-difluoro-4-oxo-8-(perhydro-1,4-diazepin-1-yl)-1,4-dihydro-benzo[b][1,8]naphthyridine are obtained in the form of a yellow solid melting at 190° C.